From a dataset of the Open Reaction Database (ORD), a public repository of structured organic reaction records. describe an organic reaction: reactants, conditions, products, and yield The reactants are [C-]#N.[Na+] (Sodium cyanide), OC1=CC=C(C(C(=O)[O-])O)C=C1.[Na+] (sodium p-hydroxymandelate), [Cl-].[Na+] (sodium chloride). Conditions: temperature 135 celsius. Product: OC1=CC=C(CC#N)C=C1 (p-hydroxybenzyl cyanide). Reaction SMILES: [C-]#[N:2].[Na+].[OH:4][C:5]1[CH:15]=[CH:14][C:8]([CH:9](O)[C:10]([O-])=O)=[CH:7][CH:6]=1.[Na+].[Cl-].[Na+]>>[OH:4][C:5]1[CH:15]=[CH:14][C:8]([CH2:9][C:10]#[N:2])=[CH:7][CH:6]=1 |f:0.1,2.3,4.5|. Procedure details: Sodium cyanide (25.0 g.) is added to a stirred suspension of anhydrous sodium p-hydroxymandelate (96 g. of 99% w/w material, the impurity being sodium chloride; prepared from 104 g. of monohydrate by azeotropic distillation with 500 ml. of xylene in a Dean and Stark apparatus) in N,N-dimethylformamide (100 ml.), and the mixture is heated at 135° C. for 1 hour and then cooled. Water (170 ml.) and formic acid (38 ml.) are added and the mixture is extracted twice with methyl isobutyl ketone (330 ml... The reactants are ice, Cl (hydrochloric acid), C(OC1=CC=CC=C1)(OC1=CC=CC=C1)=O (diphenyl carbonate), NC=1C(N(C=C(N1)Cl)C)=O (3-amino-5-chloro-1-methyl-2(1H)-pyrazinone), [H-].[Na+] (sodium hydride), C(=O)=O (dry ice). Solvent: O1CCCC1 (tetrahydrofuran), ClCCl (dichloromethane), CN(C=O)C (N,N-dimethylformamide), CN(C=O)C (N,N-dimethylformamide). Run at time 1 hour. The product is ClC1=CN(C(C(=N1)NC(OC1=CC=CC=C1)=O)=O)C (Phenyl (6-chloro-3,4-dihydro-4-methyl-3-oxopyrazin-2-yl)carbamate). RXN SMILES: [NH2:1][C:2]1[C:3](=[O:10])[N:4]([CH3:9])[CH:5]=[C:6]([Cl:8])[N:7]=1.[H-].[Na+].[C:13](=O)([O:21]C1C=CC=CC=1)[O:14][C:15]1[CH:20]=[CH:19][CH:18]=[CH:17][CH:16]=1.C(=O)=O.Cl>CN(C)C=O.O1CCCC1.ClCCl>[Cl:8][C:6]1[N:7]=[C:2]([NH:1][C:13](=[O:21])[O:14][C:15]2[CH:20]=[CH:19][CH:18]=[CH:17][CH:16]=2)[C:3](=[O:10])[N:4]([CH3:9])[CH:5]=1 |f:1.2|. Reported procedure: A mixture of 3-amino-5-chloro-1-methyl-2(1H)-pyrazinone (11.17 g, 0.070 mol) in anhydrous N,N-dimethylformamide (90 mL) was treated with oil-free sodium hydride (3.4 g, 0.154 mol). After stirring at room temperature for 1 hour, the mixture was cooled with the aid of a dry ice-acetone bath while a solution of diphenyl carbonate (16.49 g, 0.077 mol) in N,N-dimethylformamide (60 mL) was added as rapidly as possible. A wet ice bath was substituted for the dry ice bath, and the reaction mixture was s... The reactants are ClC1=C(NC(=C1Cl)C)C(=O)O (3,4-Dichloro-5-methyl-1H-pyrrole-2-carboxylic acid), ClC1=C(NC(=C1Cl)C)C(=O)O (3,4-Dichloro-5-methyl-1H-pyrrole-2-carboxylic acid), O=S(Cl)Cl (SOCl2). Yields the product ClC1=C(NC(=C1Cl)C)C(=O)Cl (3,4-Dichloro-5-methyl-1H-pyrrole-2-carbonyl chloride). As a reaction SMILES: [Cl:1][C:2]1[C:6]([Cl:7])=[C:5]([CH3:8])[NH:4][C:3]=1[C:9]([OH:11])=O.O=S(Cl)[Cl:14]>>[Cl:1][C:2]1[C:6]([Cl:7])=[C:5]([CH3:8])[NH:4][C:3]=1[C:9]([Cl:14])=[O:11]. Reported procedure: A solution of 3,4-dichloro-5-methyl-1H-pyrrole-2-carboxylic acid (Intermediate 3) in 50 ml SOCl2 was heated at reflux for 30 min. Solvent was removed and the residue was dried in vacuo.